This data is from the Open Reaction Database (ORD), a public repository of structured organic reaction records. The task is: describe an organic reaction: reactants, conditions, products, and yield Reactants: C1(CCCC1)C1=NC(=CC(=C1)C1=NC(=NO1)C1=CC(=C(OCCCN)C(=C1)C)CC)OC (3-(4-(5-(2-cyclopentyl-6-methoxypyridin-4-yl)-1,2,4-oxadiazol-3-yl)-2-ethyl-6-methylphenoxy)propan-1-amine), C(CO)(=O)O (glycolic acid), CCN(C(C)C)C(C)C (DIPEA), CN(C)C(=[N+](C)C)ON1C2=C(C=CC=C2)N=N1.[B-](F)(F)(F)F (TBTU). The solvent is CN(C)C=O (DMF), CC(OCC)=O (EA). Run at time 18 hour. Yields the product C1(CCCC1)C1=NC(=CC(=C1)C1=NC(=NO1)C1=CC(=C(OCCCNC(CO)=O)C(=C1)C)CC)OC (N-(3-(4-(5-(2-Cyclopentyl-6-methoxypyridin-4-yl)-1,2,4-oxadiazol-3-yl)-2-ethyl-6-methylphenoxy)propyl)-2-hydroxyacetamide). The yield is 51.2%. As a reaction SMILES: [CH:1]1([C:6]2[CH:11]=[C:10]([C:12]3[O:16][N:15]=[C:14]([C:17]4[CH:27]=[C:26]([CH3:28])[C:20]([O:21][CH2:22][CH2:23][CH2:24][NH2:25])=[C:19]([CH2:29][CH3:30])[CH:18]=4)[N:13]=3)[CH:9]=[C:8]([O:31][CH3:32])[N:7]=2)[CH2:5][CH2:4][CH2:3][CH2:2]1.[C:33](O)(=[O:36])[CH2:34][OH:35].CCN(C(C)C)C(C)C.CN(C(ON1N=NC2C=CC=CC1=2)=[N+](C)C)C.[B-](F)(F)(F)F>CN(C=O)C.CC(=O)OCC>[CH:1]1([C:6]2[CH:11]=[C:10]([C:12]3[O:16][N:15]=[C:14]([C:17]4[CH:27]=[C:26]([CH3:28])[C:20]([O:21][CH2:22][CH2:23][CH2:24][NH:25][C:34](=[O:35])[CH2:33][OH:36])=[C:19]([CH2:29][CH3:30])[CH:18]=4)[N:13]=3)[CH:9]=[C:8]([O:31][CH3:32])[N:7]=2)[CH2:2][CH2:3][CH2:4][CH2:5]1 |f:3.4|. Reported procedure: To a solution of 3-(4-(5-(2-cyclopentyl-6-methoxypyridin-4-yl)-1,2,4-oxadiazol-3-yl)-2-ethyl-6-methylphenoxy)propan-1-amine (200 mg, 0.458 mmol), glycolic acid (52 mg, 0.687 mmol) and DIPEA (178 mg, 1.37 mmol) in DMF (5 mL), TBTU (191 mg, 0.596 mmol) is added. The mixture is stirred at rt for 18 h before it is diluted with EA (50 mL) and washed twice with sat. aq. NaHCO3 solution (50 mL) followed by brine (50 mL). The org. extract is dried over Na2SO4, filtered, and concentrated. The crude produ... RXN SMILES: [CH3:1][c:2]1[n:3][n:4][c:5]([N:7]2[C:8](=[O:15])[N:9]([CH3:14])[CH2:10][CH2:11][CH:12]2[OH:13])[s:6]1.[Cl:16][C:17](=[O:18])[O:19][CH3:20].[cH:21]1[cH:22][cH:23][n:24][cH:25][cH:26]1>>[CH3:1][c:2]1[n:3][n:4][c:5]([N:7]2[C:8](=[O:15])[N:9]([CH3:14])[CH2:10][CH2:11][CH:12]2[O:13][C:17](=[O:18])[O:19][CH3:20])[s:6]1. Reactants: Cc1nnc(N2C(=O)N(C)CCC2O)s1, COC(=O)Cl, c1ccncc1. The product is COC(=O)OC1CCN(C)C(=O)N1c1nnc(C)s1. The reactants are NC(CC)C=1C(NC(=NN1)C1CCCC1)=O (6-(1-aminopropyl)-3-cyclopentyl-1,2,4-triazin-5(4H)-one), CC1C(CCCC1)C(=O)Cl (2-methylcyclohexanecarbonyl chloride). Product: C1(CCCC1)C1=NN=C(C(N1)=O)C(CC)NC(=O)C1C(CCCC1)C (N-[1-(3-Cyclopentyl-5-oxo-4,5-dihydro-1,2,4-triazin-6-yl)propyl]-2-methylcyclohexanecarboxamide). As a reaction SMILES: [NH2:1][CH:2]([C:5]1[C:6](=[O:16])[NH:7][C:8]([CH:11]2[CH2:15][CH2:14][CH2:13][CH2:12]2)=[N:9][N:10]=1)[CH2:3][CH3:4].[CH3:17][CH:18]1[CH2:23][CH2:22][CH2:21][CH2:20][CH:19]1[C:24](Cl)=[O:25]>>[CH:11]1([C:8]2[NH:7][C:6](=[O:16])[C:5]([CH:2]([NH:1][C:24]([CH:19]3[CH2:20][CH2:21][CH2:22][CH2:23][CH:18]3[CH3:17])=[O:25])[CH2:3][CH3:4])=[N:10][N:9]=2)[CH2:15][CH2:14][CH2:13][CH2:12]1. Procedure details: In analogy to the procedure for Example 36A, 150 mg (0.67 mmol) 6-(1-aminopropyl)-3-cyclopentyl-1,2,4-triazin-5(4H)-one, 120 mg (0.74 mmol) 2-methylcyclohexanecarbonyl chloride and proportionate amounts of the other reagents are used. The crude product is used in the next step without further purification. Starting materials: CC(C(=O)OCC)CC=C (ethyl 2-methylpent-4-enoate), N1=C(C=CC=C1C)C (2,6-lutidine), O1CCOCC1 (dioxane), NaIO4, C(Cl)Cl (DCM). The reagents and catalysts are [Os](=O)(=O)(=O)=O (osmium tetroxide). The solvent is O (water), O (water). Reaction conditions: time 20.5 hour. Yields the product CC(C(=O)OCC)CC=O (ethyl 2-methyl-4-oxobutanoate). As a reaction SMILES: [CH3:1][CH:2]([CH2:8][CH:9]=C)[C:3]([O:5][CH2:6][CH3:7])=[O:4].N1C(C)=CC=CC=1C.C(Cl)Cl.[O:22]1CCOCC1>O.[Os](=O)(=O)(=O)=O>[CH3:1][CH:2]([CH2:8][CH:9]=[O:22])[C:3]([O:5][CH2:6][CH3:7])=[O:4]. Reported procedure: A colorless solution of ethyl 2-methylpent-4-enoate (5.000 g; 35.16 mmol) in dioxane (260 ml) and water (85 ml) was treated successively with 2,6-lutidine (7.536 g; 70.32 mmol), a solution of osmium tetroxide (2.5 wt. % in 2-methylpropan-2-ol; 0.45 ml), and NaIO4 (30.083 g; 140.65 mmol). The resulting beige heterogeneous reaction mixture was further stirred at rt, under nitrogen, for 20.5 h. The resulting milky mixture was treated with water (100 ml) and DCM (500 ml). The layers were separated, ...